From a dataset of the Open Reaction Database (ORD), a public repository of structured organic reaction records. describe an organic reaction: reactants, conditions, products, and yield Run in C1CCOC1 (THF). Isolated yield 85.1%. Run at temperature 80 celsius, time 24 hour. The product is NC1=C(C=C(C=C1)C(C)NS(=O)C(C)(C)C)[N+](=O)[O-] (N-[1-(4-Amino-3-nitrophenyl)ethyl]-2-methylpropane-2-sulfinamide). Reactants: NC1=C(C=C(C=C1)C(C)=O)[N+](=O)[O-] (1-(4-amino-3-nitrophenyl)ethanone), CC(C)(C)S(=O)N (2-methylpropane-2-sulfinamide), [B-].[Na+] (sodium borohydrate). As a reaction SMILES: [NH2:1][C:2]1[CH:7]=[CH:6][C:5]([C:8](=O)[CH3:9])=[CH:4][C:3]=1[N+:11]([O-:13])=[O:12].[CH3:14][C:15]([S:18]([NH2:20])=[O:19])([CH3:17])[CH3:16].[B-].[Na+]>C1COCC1.[O-]CC.[Ti+4].[O-]CC.[O-]CC.[O-]CC>[NH2:1][C:2]1[CH:7]=[CH:6][C:5]([CH:8]([NH:20][S:18]([C:15]([CH3:17])([CH3:16])[CH3:14])=[O:19])[CH3:9])=[CH:4][C:3]=1[N+:11]([O-:13])=[O:12] |f:2.3,5.6.7.8.9|. The reagents and catalysts are [O-]CC.[Ti+4].[O-]CC.[O-]CC.[O-]CC (titanium(IV) ethoxide). Procedure details: A mixture of 1-(4-amino-3-nitrophenyl)ethanone (500 mg, 2.78 mmol, J. Med. Chem. 1998, 41, 1777-1788), 2-methylpropane-2-sulfinamide (674 mg, 5.56 mmol) in THF (25 ml) was added titanium(IV) ethoxide (1.75 ml, 8.34 mmol) at room temperature. The mixture was stirred at 80° C. for 24 hours. After cooling to room temperature, sodium borohydrate (316 mg, 8.34 mmol) was added to the mixture at room temperature. The mixture was stirred at room temperature for 14 hours. The mixture was quenched with Me... Product: O=C(C(=O)[C@H](CCCC)NC(OC1(CCC1)CC1=CC=CC=C1)=O)N[C@H](C)C1=CC=CC=C1 (1-benzylcyclobutyl(1S)-1-(oxo{[(1R)-1-phenylethyl]amino}acetyl)pentylcarbamate). Procedure details: Ozone was bubbled through a solution of 402.0 mg (667.0 μmol) of 1-benzylcyclobutyl (1S)-1-[cyano(triphenylphosphoranylidene)acetyl]pentylcarbamate in 13 mL of dichloromethane at −78° C. for 15 min. The solution was purged with nitrogen for 5 min, then 86.0 μL (667.0 μmol) of (S)-α-methylbenzylamine was added and the solution was stirred at −78° C. for 15 min. The solution was concentrated and 5 mL of a 1 M solution of silver nitrate in tetrahydrofuran:water (4:1) was added and the mixture was s... Reactants: O=[O+][O-] (Ozone), C(#N)C(C(=O)[C@H](CCCC)NC(OC1(CCC1)CC1=CC=CC=C1)=O)=P(C1=CC=CC=C1)(C1=CC=CC=C1)C1=CC=CC=C1 (1-benzylcyclobutyl (1S)-1-[cyano(triphenylphosphoranylidene)acetyl]pentylcarbamate), C[C@@H](C1=CC=CC=C1)N ((S)-α-methylbenzylamine). The solvent is ClCCl (dichloromethane). Reaction conditions: temperature -78 celsius, time 15 minute. RXN SMILES: [O:1]=[O+][O-].C([C:6](=P(C1C=CC=CC=1)(C1C=CC=CC=1)C1C=CC=CC=1)[C:7]([C@@H:9]([NH:14][C:15](=[O:28])[O:16][C:17]1([CH2:21][C:22]2[CH:27]=[CH:26][CH:25]=[CH:24][CH:23]=2)[CH2:20][CH2:19][CH2:18]1)[CH2:10][CH2:11][CH2:12][CH3:13])=[O:8])#N.[CH3:48][C@H:49]([NH2:56])[C:50]1[CH:55]=[CH:54][CH:53]=[CH:52][CH:51]=1>ClCCl>[O:1]=[C:6]([NH:56][C@@H:49]([C:50]1[CH:55]=[CH:54][CH:53]=[CH:52][CH:51]=1)[CH3:48])[C:7]([C@@H:9]([NH:14][C:15](=[O:28])[O:16][C:17]1([CH2:21][C:22]2[CH:23]=[CH:24][CH:25]=[CH:26][CH:27]=2)[CH2:18][CH2:19][CH2:20]1)[CH2:10][CH2:11][CH2:12][CH3:13])=[O:8]. The yield is 10.0%. Reactants: Cl (hydrochloric acid), [OH-].[Na+] (sodium hydroxide), C1(=CC=CC=C1)C (toluene), C(C)(C)(C)C=1C=C(C(=O)OC2=C(C=C(C(=O)[O-])C=C2C(C)(C)C)C(C)(C)C)C=C(C1O)C(C)(C)C.[Na+] (sodium 4-(3,5-di-tert-butyl-4-hydroxybenzoyloxy)-3,5-di-tert-butylbenzoate). Solvent: CCOCC (ether). Reaction conditions: temperature 30 celsius. The product is C(C)(C)(C)C=1C=C(C(=O)OC2=C(C=C(C(=O)O)C=C2C(C)(C)C)C(C)(C)C)C=C(C1O)C(C)(C)C (4-(3,5-di-tert-butyl-4-hydroxybenzoyloxy)-3,5-di-tert-butylbenzoic acid). RXN SMILES: [OH-].[Na+].C1(C)C=CC=CC=1.[C:10]([C:14]1[CH:15]=[C:16]([CH:37]=[C:38]([C:41]([CH3:44])([CH3:43])[CH3:42])[C:39]=1[OH:40])[C:17]([O:19][C:20]1[C:28]([C:29]([CH3:32])([CH3:31])[CH3:30])=[CH:27][C:23]([C:24]([O-:26])=[O:25])=[CH:22][C:21]=1[C:33]([CH3:36])([CH3:35])[CH3:34])=[O:18])([CH3:13])([CH3:12])[CH3:11].[Na+].Cl>CCOCC>[C:41]([C:38]1[CH:37]=[C:16]([CH:15]=[C:14]([C:10]([CH3:13])([CH3:12])[CH3:11])[C:39]=1[OH:40])[C:17]([O:19][C:20]1[C:21]([C:33]([CH3:34])([CH3:35])[CH3:36])=[CH:22][C:23]([C:24]([OH:26])=[O:25])=[CH:27][C:28]=1[C:29]([CH3:32])([CH3:31])[CH3:30])=[O:18])([CH3:42])([CH3:43])[CH3:44] |f:0.1,3.4|. Reported procedure: 450 ml of 2N sodium hydroxide were added to the toluene filtrate at room temperature and gradually heated to reflux. The reaction was heated at reflux for 41/2 hours. The reaction mixture was cooled to 0° to 5° C. by an ice-water bath whereupon a thick precipitate formed consisting of the intermediate sodium 4-(3,5-di-tert-butyl-4-hydroxybenzoyloxy)-3,5-di-tert-butylbenzoate. 70 ml of concentrated aqueous hydrochloric acid was gradually added dropwise with cooling at 30° C. 150 ml of ether was a... The reactants are O=C([O-])O, CCC(C)=O, COc1cc(C)c(S(=O)(=O)N2CCCCC2COCC(=O)O)c(C)c1, COc1cc(C)c(S(=O)(=O)N2CCCCC2COCC(=O)N2CCN(Cc3cccc(C#N)c3)CC2)c(C)c1, CCOCC, C[Si](C)(C)Cl, ClCCl, N#Cc1cccc(CN2CCNCC2)c1, [Na+]. The product is COc1cc(C)c(S(=O)(=O)N2CCCCC2COCC(=O)N2CCN(Cc3cccc(C#N)c3)CC2)c(C)c1, Cl. Reaction SMILES: [C:41](=[O:42])([O-:43])[OH:44].[CH2:93]([C:94]([CH3:95])=[O:96])[CH3:97].[CH3:1][O:2][c:3]1[cH:4][c:5]([CH3:6])[c:7]([S:8]([N:9]2[CH2:10][CH2:11][CH2:12][CH2:13][CH:14]2[CH2:15][O:16][CH2:17][C:18]([OH:19])=[O:20])(=[O:21])=[O:22])[c:23]([CH3:24])[cH:25]1.[CH3:46][O:47][c:48]1[cH:49][c:50]([CH3:84])[c:51]([S:55](=[O:56])(=[O:57])[N:58]2[CH:59]([CH2:64][O:65][CH2:66][C:67](=[O:68])[N:69]3[CH2:70][CH2:71][N:72]([CH2:75][c:76]4[cH:77][c:78]([C:79]#[N:80])[cH:81][cH:82][cH:83]4)[CH2:73][CH2:74]3)[CH2:60][CH2:61][CH2:62][CH2:63]2)[c:52]([CH3:54])[cH:53]1.[CH3:98][CH2:99][O:100][CH2:101][CH3:102].[Cl:85][Si:86]([CH3:87])([CH3:88])[CH3:89].[Cl:90][CH2:91][Cl:92].[N:26]1([CH2:27][c:28]2[cH:29][c:30]([C:34]#[N:35])[cH:31][cH:32][cH:33]2)[CH2:36][CH2:37][NH:38][CH2:39][CH2:40]1.[Na+:45]>>[CH3:46][O:47][c:48]1[cH:49][c:50]([CH3:84])[c:51]([S:55](=[O:56])(=[O:57])[N:58]2[CH:59]([CH2:64][O:65][CH2:66][C:67](=[O:68])[N:69]3[CH2:70][CH2:71][N:72]([CH2:75][c:76]4[cH:77][c:78]([C:79]#[N:80])[cH:81][cH:82][cH:83]4)[CH2:73][CH2:74]3)[CH2:60][CH2:61][CH2:62][CH2:63]2)[c:52]([CH3:54])[cH:53]1.[ClH:85]. Starting materials: CO, Cl, CC(C)(C)OC(=O)NCc1ccccc1-c1ccc(C(=O)N2N=C(c3cnccn3)CC2c2ccccc2O)s1. Product: NCc1ccccc1-c1ccc(C(=O)N2N=C(c3cnccn3)CC2c2ccccc2O)s1. RXN SMILES: [CH3:42][OH:43].[ClH:1].[OH:2][c:3]1[c:4]([CH:9]2[CH2:10][C:11]([c:36]3[n:37][cH:38][cH:39][n:40][cH:41]3)=[N:12][N:13]2[C:14](=[O:15])[c:16]2[cH:17][cH:18][c:19](-[c:21]3[c:22]([CH2:23][NH:24][C:25](=[O:26])[O:27][C:28]([CH3:29])([CH3:30])[CH3:31])[cH:32][cH:33][cH:34][cH:35]3)[s:20]2)[cH:5][cH:6][cH:7][cH:8]1>>[OH:2][c:3]1[c:4]([CH:9]2[CH2:10][C:11]([c:36]3[n:37][cH:38][cH:39][n:40][cH:41]3)=[N:12][N:13]2[C:14](=[O:15])[c:16]2[cH:17][cH:18][c:19](-[c:21]3[c:22]([CH2:23][NH2:24])[cH:32][cH:33][cH:34][cH:35]3)[s:20]2)[cH:5][cH:6][cH:7][cH:8]1.